This data is from the Open Reaction Database (ORD), a public repository of structured organic reaction records. The task is: describe an organic reaction: reactants, conditions, products, and yield Reactants: COC(CCC1N(C(CC1)C1=CC=C(C=C1)F)S(=O)(=O)C1=CC=C(C=C1)C)=O ((2RS,5SR)-3-[5-(4-fluoro-phenyl)-1-(toluene-4-sulfonyl)-pyrrolidin-2-yl]-propionic acid methyl ester), [H-].[Al+3].[Li+].[H-].[H-].[H-] (lithium aluminum hydride), CCCCCC (hexane). Solvent: C1CCOC1 (THF). Yields the product FC1=CC=C(C=C1)C1CCC(N1S(=O)(=O)C1=CC=C(C=C1)C)CCCO ((2RS,5RS)-3-[5-(4-Fluoro-phenyl)-1-(toluene-4-sulfonyl)-pyrrolidin-2-yl]-propan-1-ol). RXN SMILES: C[O:2][C:3](=O)[CH2:4][CH2:5][CH:6]1[CH2:10][CH2:9][CH:8]([C:11]2[CH:16]=[CH:15][C:14]([F:17])=[CH:13][CH:12]=2)[N:7]1[S:18]([C:21]1[CH:26]=[CH:25][C:24]([CH3:27])=[CH:23][CH:22]=1)(=[O:20])=[O:19].[H-].[Al+3].[Li+].[H-].[H-].[H-].CCCCCC>C1COCC1>[F:17][C:14]1[CH:13]=[CH:12][C:11]([CH:8]2[N:7]([S:18]([C:21]3[CH:22]=[CH:23][C:24]([CH3:27])=[CH:25][CH:26]=3)(=[O:20])=[O:19])[CH:6]([CH2:5][CH2:4][CH2:3][OH:2])[CH2:10][CH2:9]2)=[CH:16][CH:15]=1 |f:1.2.3.4.5.6|. Reported procedure: Reduction of (2RS,5SR)-3-[5-(4-fluoro-phenyl)-1-(toluene-4-sulfonyl)-pyrrolidin-2-yl]-propionic acid methyl ester with lithium aluminum hydride (1.5 eq.) in THF at RT, aqueous work-up and crystallization from EE/hexane yielded the title compound, white solid, m.p. 93° C. and MS: m/e=378.2 (M+H+). The reactants are O=C1C=C(CC(C)(C)C1)C (isophorone), BrCCCC (1-bromobutane), O (water), [OH-].[K+] (potassium hydroxide). Run in CN1C(CCC1)=O (1-methyl-2-pyrrolidone), C(C)(=O)OCC (ethyl acetate). Run at temperature 70 celsius. Yields the product C(CCC)C=1C(CC(CC1C)(C)C)=O (2-butyl-3,5,5-trimethyl-2-cyclohexenone). Isolated yield 44.9%. Reaction SMILES: [O:1]=[C:2]1[CH2:9][C:6]([CH3:8])([CH3:7])[CH2:5][C:4]([CH3:10])=[CH:3]1.Br[CH2:12][CH2:13][CH2:14][CH3:15].[OH-].[K+].O>CN1CCCC1=O.C(OCC)(=O)C>[CH2:12]([C:3]1[C:2](=[O:1])[CH2:9][C:6]([CH3:8])([CH3:7])[CH2:5][C:4]=1[CH3:10])[CH2:13][CH2:14][CH3:15] |f:2.3|. Procedure details: In 60 ml of 1-methyl-2-pyrrolidone were dissolved 10.0 g (72.36 mmol) of isophorone and 14.9 g (95.6 mmol) of 1-bromobutane. To this mixture was added 8.1 g (144.4 mmol) of powdered potassium hydroxide and the mixture was stirred with heating at 70° C. for 6 hours. After the reaction mixture was added to water, extraction with ethyl acetate, washing with a saturated saline solution, drying over anhydrous sodium sulfate, and concentration were performed. The residual liquid was purified by silica...